From a dataset of the Open Reaction Database (ORD), a public repository of structured organic reaction records. describe an organic reaction: reactants, conditions, products, and yield The reactants are CC(CCCCCCC(=O)O)C (8-Methylnonanoic acid), O (water), C(C1=CC(OC)=C(O)C=C1)O (vanillyl alcohol), 435. Isolated yield 97.5%. The product is CC(C)CCCCCCC(=O)OCC1=CC(=C(C=C1)O)OC (dihydrocapsiate). Procedure details: 8-Methylnonanoic acid (1.00 g, 5.80 mmol), vanillyl alcohol (851 mg, 5.52 mmol), and Novozym 435 (50 mg) were measured and placed in a flask (25 ml). The mixture in the flask free of a plug was heated with stirring in an oil bath at 50° C. for 20 hours. After 2 to 3 hours of stirring with heating, attachment of water on the wall of the upper part of the flask was observed. The reaction mixture was returned to room temperature, hexane (25 ml) was added, and Novozym 435 and a small amount of preci... Run in CCCCCC (hexane). RXN SMILES: [CH3:1][CH:2]([CH3:12])[CH2:3][CH2:4][CH2:5][CH2:6][CH2:7][CH2:8][C:9]([OH:11])=[O:10].[CH2:13](O)[C:14]1[CH:22]=[CH:21][C:19]([OH:20])=[C:16]([O:17][CH3:18])[CH:15]=1.O>CCCCCC>[CH3:1][CH:2]([CH2:3][CH2:4][CH2:5][CH2:6][CH2:7][CH2:8][C:9]([O:11][CH2:13][C:14]1[CH:22]=[CH:21][C:19]([OH:20])=[C:16]([O:17][CH3:18])[CH:15]=1)=[O:10])[CH3:12]. Conditions: temperature 50 celsius, time 20 hour.